From a dataset of the Open Reaction Database (ORD), a public repository of structured organic reaction records. describe an organic reaction: reactants, conditions, products, and yield Reactants: ClC1=C(C#N)C=CC(=C1)N1C(C(C(C1CO)=O)(C)C)=O (2-chloro-4-[5-(hydroxymethyl)-3,3-dimethyl-2,4-dioxopyrrolidin-1-yl]benzonitrile), C(C)(CC)[BH-](C(C)CC)C(C)CC.[Li+].C1CCOC1 (lithium tri(sec-butyl)borohydride THF). The product is ClC1=C(C#N)C=CC(=C1)N1C(C([C@H]([C@H]1CO)O)(C)C)=O (rac-2-chloro-4-[(4R,5R)-4-hydroxy-5-(hydroxymethyl)-3,3-dimethyl-2-oxopyrrolidin-1-yl]benzonitrile), crystals. The yield is 56.0%. Reaction SMILES: [Cl:1][C:2]1[CH:9]=[C:8]([N:10]2[CH:14]([CH2:15][OH:16])[C:13](=[O:17])[C:12]([CH3:19])([CH3:18])[C:11]2=[O:20])[CH:7]=[CH:6][C:3]=1[C:4]#[N:5].C([BH-](C(CC)C)C(CC)C)(CC)C.[Li+].C1COCC1>>[Cl:1][C:2]1[CH:9]=[C:8]([N:10]2[C@H:14]([CH2:15][OH:16])[C@H:13]([OH:17])[C:12]([CH3:18])([CH3:19])[C:11]2=[O:20])[CH:7]=[CH:6][C:3]=1[C:4]#[N:5] |f:1.2.3|. Procedure: Using 2-chloro-4-[5-(hydroxymethyl)-3,3-dimethyl-2,4-dioxopyrrolidin-1-yl]benzonitrile (80 mg) and lithium tri(sec-butyl)borohydride-THF solution (0.82 mL, 1 mol/L), and in the same manner as in Example 5, the title compound was obtained as colorless crystals (yield: 45.4 mg, 56%).